Dataset: the Open Reaction Database (ORD), a public repository of structured organic reaction records. Task: describe an organic reaction: reactants, conditions, products, and yield Starting materials: [BH4-], COc1ccc(C=O)c([N+](=O)[O-])c1, CO, Cl, [Na+], O, NC1CCN(Cc2ccccc2)CC1. The product is COc1ccc(CNC2CCN(Cc3ccccc3)CC2)c([N+](=O)[O-])c1. RXN SMILES: [BH4-:28].[CH3:1][O:2][c:3]1[cH:4][c:5]([N+:11](=[O:12])[O-:13])[c:6]([CH:7]=[O:8])[cH:9][cH:10]1.[CH3:32][OH:33].[ClH:30].[Na+:29].[OH2:31].[c:14]1([CH2:20][N:21]2[CH2:22][CH2:23][CH:24]([NH2:27])[CH2:25][CH2:26]2)[cH:15][cH:16][cH:17][cH:18][cH:19]1>>[CH3:1][O:2][c:3]1[cH:4][c:5]([N+:11](=[O:12])[O-:13])[c:6]([CH2:7][NH:27][CH:24]2[CH2:23][CH2:22][N:21]([CH2:20][c:14]3[cH:15][cH:16][cH:17][cH:18][cH:19]3)[CH2:26][CH2:25]2)[cH:9][cH:10]1. Reactants: C(C1=CC=CC=C1)OC1=CC=2CC[C@H]3[C@@H]4CC[C@@H]([C@@]4(C)CC[C@@H]3C2C=C1)OCCOC(CCCC1=CC=C(C=C1)N(CCCl)CCCl)=O (1-[3-benzyloxy-1,3,5(10)-estratriene-17β-oxy]-2-[4-[p-[bis(2-chloroethyl) amino]phenyl]-butyryloxy]ethane). The solvent is O1CCOCC1 (1,4-dioxane), O1CCOCC1 (1,4-dioxane). Reagents/catalysts: [Pd] (palladium on carbon). Reported procedure: 10% palladium on carbon (320.7 mg) was placed into an eggplant type flask (100 ml), followed by dropwise addition of 1,4-dioxane (15 ml) at 0° C. To this mixture was added a 1,4-dioxane (15 ml) solution of 1-[3-benzyloxy-1,3,5(10)-estratriene-17β-oxy]-2-[4-[p-[bis(2-chloroethyl) amino]phenyl]-butyryloxy]ethane (I-5) dropwise at 0° C. The mixture was heated to room temperature and stirred under hydrogen gas for one hour. The reaction mixture was filtered through filter paper while washing with 1,... Conditions: time 1 hour. Reaction SMILES: C([O:8][C:9]1[CH:26]=[CH:25][C:24]2[C@@H:23]3[C@H:14]([C@H:15]4[C@@:19]([CH2:21][CH2:22]3)([CH3:20])[C@@H:18]([O:27][CH2:28][CH2:29][O:30][C:31](=[O:48])[CH2:32][CH2:33][CH2:34][C:35]3[CH:40]=[CH:39][C:38]([N:41]([CH2:45][CH2:46][Cl:47])[CH2:42][CH2:43][Cl:44])=[CH:37][CH:36]=3)[CH2:17][CH2:16]4)[CH2:13][CH2:12][C:11]=2[CH:10]=1)C1C=CC=CC=1>[Pd].O1CCOCC1>[OH:8][C:9]1[CH:26]=[CH:25][C:24]2[C@@H:23]3[C@H:14]([C@H:15]4[C@@:19]([CH2:21][CH2:22]3)([CH3:20])[C@@H:18]([O:27][CH2:28][CH2:29][O:30][C:31](=[O:48])[CH2:32][CH2:33][CH2:34][C:35]3[CH:36]=[CH:37][C:38]([N:41]([CH2:42][CH2:43][Cl:44])[CH2:45][CH2:46][Cl:47])=[CH:39][CH:40]=3)[CH2:17][CH2:16]4)[CH2:13][CH2:12][C:11]=2[CH:10]=1. The product is OC1=CC=2CC[C@H]3[C@@H]4CC[C@@H]([C@@]4(C)CC[C@@H]3C2C=C1)OCCOC(CCCC1=CC=C(C=C1)N(CCCl)CCCl)=O (1-[3-hydroxy-1,3,5(10)-estratriene-17β-oxy]-2-[4-[p-[bis(2-chloroethyl)amino]phenyl]butyryloxy]ethane). Starting materials: COCOc1ccccc1Cc1cccc(OC)c1O, CO, Cc1ccc(S(=O)(=O)O)cc1. Product: COc1cccc(Cc2ccccc2O)c1O. Reaction SMILES: [CH3:1][O:2][CH2:3][O:4][c:5]1[c:6]([CH2:11][c:12]2[c:13]([OH:20])[c:14]([O:18][CH3:19])[cH:15][cH:16][cH:17]2)[cH:7][cH:8][cH:9][cH:10]1.[CH3:21][OH:22].[c:23]1([CH3:24])[cH:25][cH:26][c:27]([S:28]([OH:29])(=[O:30])=[O:31])[cH:32][cH:33]1>>[OH:4][c:5]1[c:6]([CH2:11][c:12]2[c:13]([OH:20])[c:14]([O:18][CH3:19])[cH:15][cH:16][cH:17]2)[cH:7][cH:8][cH:9][cH:10]1.